This data is from the Open Reaction Database (ORD), a public repository of structured organic reaction records. The task is: describe an organic reaction: reactants, conditions, products, and yield The reactants are [BH4-].[Na+] (Sodium borohydride), C1(=CC=C(C=C1)C[C@@H]1C[C@](C(N1)=O)(C(=O)O)C)C1=CC=CC=C1 ((3R,5R)-5-Biphenyl-4-ylmethyl-3-methyl-2-oxo-pyrrolidine-3-carboxylic acid), CN1CCOCC1 (NMM), ClC(=O)OCC(C)C (isobutyl chloroformate). Solvent: O (water), C1CCOC1 (THF). Conditions: temperature 0 celsius, time 20 minute. The product is C1(=CC=C(C=C1)C[C@@H]1C[C@@](C(N1)=O)(C)CO)C1=CC=CC=C1 ((3S,5R)-5-Biphenyl-4-ylmethyl-3-hydroxymethyl-3-methyl-pyrrolidin-2-one). The yield is 96.4%. Reaction SMILES: [C:1]1([C:18]2[CH:23]=[CH:22][CH:21]=[CH:20][CH:19]=2)[CH:6]=[CH:5][C:4]([CH2:7][C@H:8]2[NH:12][C:11](=[O:13])[C@:10]([CH3:17])([C:14](O)=[O:15])[CH2:9]2)=[CH:3][CH:2]=1.CN1CCOCC1.ClC(OCC(C)C)=O.[BH4-].[Na+]>O.C1COCC1>[C:1]1([C:18]2[CH:19]=[CH:20][CH:21]=[CH:22][CH:23]=2)[CH:2]=[CH:3][C:4]([CH2:7][C@H:8]2[NH:12][C:11](=[O:13])[C@@:10]([CH2:14][OH:15])([CH3:17])[CH2:9]2)=[CH:5][CH:6]=1 |f:3.4|. Procedure details: (3R,5R)-5-Biphenyl-4-ylmethyl-3-methyl-2-oxo-pyrrolidine-3-carboxylic acid (25.0 g, 80.8 mmol) was combined with THF (500 mL) and NMM (25 mL, 230 mmol). The resulting mixture was cooled at 0° C. (jacket temp set at −5° C.) and isobutyl chloroformate (21.0 mL, 162 mmol) was added dropwise via addition funnel, while maintaining the internal temperature below 5° C.). The mixture was stirred at 0° C. for 20 minutes. Sodium borohydride (12.2 g, 323 mmol) dissolved in water (40 mL) was added dropwise ... As a reaction SMILES: [CH2:41]([P:42]([CH2:43][CH2:44][CH2:45][CH3:46])[CH2:47][CH2:48][CH2:49][CH3:50])[CH2:51][CH2:52][CH3:53].[CH3:72][c:73]1[cH:74][cH:75][cH:76][cH:77][cH:78]1.[CH3:79][CH2:80][CH2:81][CH2:82][CH2:83][CH3:84].[N:54]([C:55]([N:56]1[CH2:57][CH2:58][CH2:59][CH2:60][CH2:61]1)=[O:62])=[N:63][C:64]([N:65]1[CH2:66][CH2:67][CH2:68][CH2:69][CH2:70]1)=[O:71].[O:16]=[S:17]1(=[O:40])[CH2:18][CH2:19][CH:20]([O:23][c:24]2[cH:25][c:26]([CH3:39])[c:27](-[c:31]3[cH:32][c:33]([CH2:37][OH:38])[cH:34][cH:35][cH:36]3)[c:28]([CH3:30])[cH:29]2)[CH2:21][CH2:22]1.[OH:1][c:2]1[cH:3][c:4]2[c:5]([cH:14][cH:15]1)[CH:6]([CH2:9][C:10](=[O:11])[O:12][CH3:13])[CH2:7][O:8]2>>[O:1]([c:2]1[cH:3][c:4]2[c:5]([cH:14][cH:15]1)[CH:6]([CH2:9][C:10](=[O:11])[O:12][CH3:13])[CH2:7][O:8]2)[CH2:37][c:33]1[cH:32][c:31](-[c:27]2[c:26]([CH3:39])[cH:25][c:24]([O:23][CH:20]3[CH2:19][CH2:18][S:17](=[O:16])(=[O:40])[CH2:22][CH2:21]3)[cH:29][c:28]2[CH3:30])[cH:36][cH:35][cH:34]1. Starting materials: CCCCP(CCCC)CCCC, Cc1ccccc1, CCCCCC, O=C(N=NC(=O)N1CCCCC1)N1CCCCC1, Cc1cc(OC2CCS(=O)(=O)CC2)cc(C)c1-c1cccc(CO)c1, COC(=O)CC1COc2cc(O)ccc21. The product is COC(=O)CC1COc2cc(OCc3cccc(-c4c(C)cc(OC5CCS(=O)(=O)CC5)cc4C)c3)ccc21. RXN SMILES: [CH2:38]1[O:39][CH2:40][CH2:41][CH2:42]1.[Cl:43][CH2:44][CH2:45][Cl:46].[NH2:1][c:2]1[n:3][cH:4][n:5][n:6]2[c:7]1[c:8](-[c:13]1[cH:14][cH:15][c:16]([NH:19][C:20](=[O:21])[NH:22][c:23]3[c:24]([F:33])[cH:25][cH:26][c:27]([C:29]([F:30])([F:31])[F:32])[cH:28]3)[cH:17][cH:18]1)[c:9]([CH2:11][OH:12])[cH:10]2.[S:34]([Cl:35])([Cl:36])=[O:37]>>[NH2:1][c:2]1[n:3][cH:4][n:5][n:6]2[c:7]1[c:8](-[c:13]1[cH:14][cH:15][c:16]([NH:19][C:20](=[O:21])[NH:22][c:23]3[c:24]([F:33])[cH:25][cH:26][c:27]([C:29]([F:30])([F:31])[F:32])[cH:28]3)[cH:17][cH:18]1)[c:9]([CH3:11])[cH:10]2. Product: Cc1cn2ncnc(N)c2c1-c1ccc(NC(=O)Nc2cc(C(F)(F)F)ccc2F)cc1. The reactants are C1CCOC1, ClCCCl, Nc1ncnn2cc(CO)c(-c3ccc(NC(=O)Nc4cc(C(F)(F)F)ccc4F)cc3)c12, O=S(Cl)Cl. Starting materials: ClC1=C(OC=2C=CC(=C(C2)N=[N+]=[N-])[N+](=O)[O-])C=CC(=C1)C(F)(F)F (5-(2-Chloro-4-trifluoromethylphenoxy)-2-nitrophenyl azide). Run in C1(=CC=CC=C1)C (toluene), C1=CC=CC=C1 (benzene). Product: ClC1=C(OC2=CC=3C(=[N+](ON3)[O-])C=C2)C=CC(=C1)C(F)(F)F (5-(2-chloro-4-trifluoromethylphenoxy)-benzo-2,1,3-oxadiazole N-oxide). Reaction SMILES: [Cl:1][C:2]1[CH:20]=[C:19]([C:21]([F:24])([F:23])[F:22])[CH:18]=[CH:17][C:3]=1[O:4][C:5]1[CH:6]=[CH:7][C:8]([N+:14]([O-:16])=[O:15])=[C:9]([N:11]=[N+]=[N-])[CH:10]=1>C1(C)C=CC=CC=1.C1C=CC=CC=1>[Cl:1][C:2]1[CH:20]=[C:19]([C:21]([F:24])([F:23])[F:22])[CH:18]=[CH:17][C:3]=1[O:4][C:5]1[CH:6]=[CH:7][C:8]2=[N+:14]([O-:16])[O:15][N:11]=[C:9]2[CH:10]=1. Reported procedure: 5-(2-Chloro-4-trifluoromethylphenoxy)-2-nitrophenyl azide (1.2 g) is cautiously heated to reflux temperature in toluene (10 ml) and is heated under reflux for 3 hours. The reaction is cooled, and diluted with benzene, washed with water (3X) and with brine, dried, stripped and purified by prep. TLC (6.5% ethyl acetate/hexane) to give 5-(2-chloro-4-trifluoromethylphenoxy)-benzo-2,1,3-oxadiazole N-oxide, m.p. 60°-61°. (C; X=H, Y=Cl, Y'=H, Z=CF3). Starting materials: C(C)(C)(C)[Mg]Cl (t-butyl magnesium chloride), O (Water), Cuprous iodide, C1(CCC1)C(=O)Cl (cyclobutane carboxylic acid chloride). The solvent is CCOCC (ether), CCOCC (ether). Conditions: temperature -70 celsius, time 1 hour. The product is CC(C)(C(=O)C1CCC1)C (2,2-dimethyl-3-cyclobutyl propan-3-one). Reaction SMILES: [CH:1]1([C:5](Cl)=[O:6])[CH2:4][CH2:3][CH2:2]1.[C:8]([Mg]Cl)([CH3:11])([CH3:10])[CH3:9].O>CCOCC>[CH3:9][C:8]([CH3:11])([C:5]([CH:1]1[CH2:4][CH2:3][CH2:2]1)=[O:6])[CH3:10]. Procedure details: Cuprous iodide (1.0 gm) was added to a solution of cyclobutane carboxylic acid chloride (15.0 gms) in dry ether (40 mls) under an argon atmosphere. The suspension was stirred and cooled to -70° C. A solution of t-butyl magnesium chloride in ether (61.4 mls of 2M solution) was then added dropwise, whilst the temperature was maintained below -70° C. After the addition was complete, stirring was continued at -70° C. for 1 hour and then for several hours whilst the temperature was allowed to reach 2... Product: CCOC(=O)C(C)(C)NCCCCl. RXN SMILES: [C:11](=[O:12])([O-:13])[O-:14].[Cl:17][CH2:18][CH2:19][CH2:20][I:21].[ClH:1].[K+:15].[K+:16].[NH2:2][C:3]([C:4](=[O:5])[O:6][CH2:7][CH3:8])([CH3:9])[CH3:10].[O:23]=[CH:24][N:25]([CH3:26])[CH3:27].[OH2:22]>>[NH:2]([C:3]([C:4](=[O:5])[O:6][CH2:7][CH3:8])([CH3:9])[CH3:10])[CH2:20][CH2:19][CH2:18][Cl:17]. Reactants: O=C([O-])[O-], ClCCCI, Cl, [K+], [K+], CCOC(=O)C(C)(C)N, CN(C)C=O, O.